Dataset: the Open Reaction Database (ORD), a public repository of structured organic reaction records. Task: describe an organic reaction: reactants, conditions, products, and yield Product: C(C)(C)(C)N1S(=O)(=O)C2=CC(=CC=C2C1=O)C(=O)Cl (2-tert-Butylsaccharin-6-carbonyl chloride). Reported procedure: 15.0 g of (0.05 mol) of tert-butylsulfamoylterephthalic acid in 95 ml of thionyl chloride were heated under reflux for 8 h. The mixture was concentrated and the residue was triturated with ethyl acetate. This gave 14.6 g (97% of theory) of 2-tert-butylsaccharin-6-carbonyl chloride of m.p. 185-186° C. Reactants: C(C)(C)(C)NS(=O)(=O)C1=C(C(=O)O)C=CC(=C1)C(=O)O (tert-butylsulfamoylterephthalic acid), S(=O)(Cl)Cl (thionyl chloride). RXN SMILES: [C:1]([NH:5][S:6]([C:9]1[CH:17]=[C:16]([C:18]([OH:20])=O)[CH:15]=[CH:14][C:10]=1[C:11](O)=[O:12])(=[O:8])=[O:7])([CH3:4])([CH3:3])[CH3:2].S(Cl)([Cl:23])=O>>[C:1]([N:5]1[C:11](=[O:12])[C:10]2[C:9](=[CH:17][C:16]([C:18]([Cl:23])=[O:20])=[CH:15][CH:14]=2)[S:6]1(=[O:8])=[O:7])([CH3:4])([CH3:3])[CH3:2]. The reactants are COC1=C(C(=CC(=C1)C(C)(C)C)OC)O (2,6-Dimethoxy-4-t-butylphenol), Cl.N1=CC=CC=C1 (pyridine hydrochloride), Cl (hydrochloric acid). The product is C(C)(C)(C)C=1C=C(C(=C(O)C1)O)O (5-t-Butylpyrogallol). RXN SMILES: C[O:2][C:3]1[CH:8]=[C:7]([C:9]([CH3:12])([CH3:11])[CH3:10])[CH:6]=[C:5]([O:13]C)[C:4]=1[OH:15].Cl.N1C=CC=CC=1.Cl>>[C:9]([C:7]1[CH:8]=[C:3]([OH:2])[C:4]([OH:15])=[C:5]([CH:6]=1)[OH:13])([CH3:12])([CH3:10])[CH3:11] |f:1.2|. Reported procedure: 2,6-Dimethoxy-4-t-butylphenol (16.5 g, 0.08 mole) and pyridine hydrochloride (60 g) were heated at 200°-210° C. for 2 hours. The mixture was then added to iced dilute hydrochloric acid and the aqueous solution extracted twice with petroleum ether (b.p. 40°-60° C.) to remove any unchanged starter. The aqueous phase was saturated with salt and extracted three times with ether. Drying and running down gave 12.5 g title product (88%) m.p. 137°-9° C. Reaction conditions: temperature 150 celsius. Product: FC=1C=CC(=NC1C(=C)C)N (5-fluoro-6-isopropenyl-pyridin-2-ylamine). The reactants are BrC1=C(C=CC(=N1)N)F (6-bromo-5-fluoro-pyridin-2-ylamine), CC1(OB(OC1(C)C)C(=C)C)C (4,4,5,5-tetramethyl-2-(prop-1-en-2-yl)-1,3,2-dioxaborolane), P(=O)([O-])([O-])[O-].[K+].[K+].[K+] (potassium phosphate), O (water). Procedure details: To a solution 6-bromo-5-fluoro-pyridin-2-ylamine (850 mg, 4.45 mmol) in dimethylacetamide (13.5 mL) was added 4,4,5,5-tetramethyl-2-(prop-1-en-2-yl)-1,3,2-dioxaborolane (1.09 mL, 5.79 mmol), palladium tetrakis(triphenylphosphine) (514 mg, 445 μmol) and tribasic potassium phosphate (1.89 g, 8.9 mmol) in water (4 mL, 223 mmol). The mixture was sealed in a microwave vial and heated at 150° C. in a microwave for 15 min. Upon cooling, the mixture was diluted with EtOAc, washed with water and brine, c... Run in CC(=O)N(C)C (dimethylacetamide), CCOC(=O)C (EtOAc). The reagents and catalysts are C1(=CC=CC=C1)P(C1=CC=CC=C1)C1=CC=CC=C1.C1(=CC=CC=C1)P(C1=CC=CC=C1)C1=CC=CC=C1.C1(=CC=CC=C1)P(C1=CC=CC=C1)C1=CC=CC=C1.C1(=CC=CC=C1)P(C1=CC=CC=C1)C1=CC=CC=C1.[Pd] (palladium tetrakis(triphenylphosphine)). As a reaction SMILES: Br[C:2]1[N:7]=[C:6]([NH2:8])[CH:5]=[CH:4][C:3]=1[F:9].[CH3:10][C:11]1(C)[C:15](C)(C)OB(C(C)=C)O1.P([O-])([O-])([O-])=O.[K+].[K+].[K+].O>CC(N(C)C)=O.CCOC(C)=O.C1(P(C2C=CC=CC=2)C2C=CC=CC=2)C=CC=CC=1.C1(P(C2C=CC=CC=2)C2C=CC=CC=2)C=CC=CC=1.C1(P(C2C=CC=CC=2)C2C=CC=CC=2)C=CC=CC=1.C1(P(C2C=CC=CC=2)C2C=CC=CC=2)C=CC=CC=1.[Pd]>[F:9][C:3]1[CH:4]=[CH:5][C:6]([NH2:8])=[N:7][C:2]=1[C:11]([CH3:15])=[CH2:10] |f:2.3.4.5,9.10.11.12.13|. Reactants: C(C)(=S)[O-].[K+] (Potassium thioacetate), C(C)(=O)SC(C1=CCCN(C1)C(C1=CC=CC=C1)(C1=CC=CC=C1)C1=CC=CC=C1)C1=NN(C=C1)CCC(=O)OCC (5-((acetylsulfanyl){1-[2-(ethoxycarbonyl)ethyl]-1H-pyrazol-3-yl}methyl)-1-(triphenylmethyl)-1,2,3,6-tetrahydropyridine). Run at temperature 80 celsius, time 4 hour. Procedure details: Potassium thioacetate (5.91 g) was added to a solution of 5-((acetylsulfanyl){1-[2-(ethoxycarbonyl)ethyl]-1H-pyrazol-3-yl}methyl)-1-(triphenylmethyl)-1,2,3,6-tetrahydropyridine (3.00 g), in dimethyl sulfoxide (30 ml). The mixture was stirred at 80° C. for 4 hours. After cooling to room temperature, the mixture was diluted with ethyl acetate, and washed successively with water and a saturated aqueous sodium chloride solution. After the extract was dried over anhydrous sodium sulfate, it was conce... Isolated yield 97.7%. Yields the product crude product, C(C)(=O)SC1C(CN(CC1)C(C1=CC=CC=C1)(C1=CC=CC=C1)C1=CC=CC=C1)=CC1=NN(C=C1)CCC(=O)OCC (4-(acetylsulfanyl)-3-({1-[2-(ethoxycarbonyl)ethyl]-1H-pyrazol-3-yl}methylidene)-1-(triphenylmethyl)piperidine). The solvent is CS(=O)C (dimethyl sulfoxide), C(C)(=O)OCC (ethyl acetate). As a reaction SMILES: [C:1]([O-:4])(=[S:3])[CH3:2].[K+].C(S[CH:10]([C:36]1[CH:40]=[CH:39][N:38]([CH2:41][CH2:42][C:43]([O:45][CH2:46][CH3:47])=[O:44])[N:37]=1)[C:11]1[CH2:16][N:15]([C:17]([C:30]2[CH:35]=[CH:34][CH:33]=[CH:32][CH:31]=2)([C:24]2[CH:29]=[CH:28][CH:27]=[CH:26][CH:25]=2)[C:18]2[CH:23]=[CH:22][CH:21]=[CH:20][CH:19]=2)[CH2:14][CH2:13][CH:12]=1)(=O)C>CS(C)=O.C(OCC)(=O)C>[C:1]([S:3][CH:12]1[CH2:13][CH2:14][N:15]([C:17]([C:24]2[CH:25]=[CH:26][CH:27]=[CH:28][CH:29]=2)([C:30]2[CH:35]=[CH:34][CH:33]=[CH:32][CH:31]=2)[C:18]2[CH:19]=[CH:20][CH:21]=[CH:22][CH:23]=2)[CH2:16][C:11]1=[CH:10][C:36]1[CH:40]=[CH:39][N:38]([CH2:41][CH2:42][C:43]([O:45][CH2:46][CH3:47])=[O:44])[N:37]=1)(=[O:4])[CH3:2] |f:0.1|. Starting materials: CN1C(CC[C@@]2(C3=C(CC[C@@H]12)C=C(C=C3)S)C)=O ((+)-(4aR)-(10bR)-4-methyl-8-mercapto-10b-methyl-1,2,3,4,4a,-5,6,10b-octahydrobenzo[f]quinolin-3-one), C([O-])([O-])=O.[K+].[K+] (potassium carbonate), C(C)(C)(C)OC(=O)N1N=C(C2=CC=CC=C12)Cl (1-(t-butoxy-carbonyl)-3-chloroindazole), CN(C=O)C (dimethylformamide). Solvent: C(C)(=O)OCC (ethyl acetate). Yields the product CN1C(CC[C@@]2(C3=C(CC[C@@H]12)C=C(C=C3)SC3=NNC1=CC=CC=C31)C)=O ((+)-(4aR)-(10bR)-4-methyl-8-(3-indazolylthio)-10b-methyl-1,2,3,4,4a,5,6,10b-octahydrobenzo[f]quinolin-3-one). The yield is 41.8%. RXN SMILES: [CH3:1][N:2]1[C@H:11]2[C@@:6]([CH3:17])([C:7]3[CH:15]=[CH:14][C:13]([SH:16])=[CH:12][C:8]=3[CH2:9][CH2:10]2)[CH2:5][CH2:4][C:3]1=[O:18].C(=O)([O-])[O-].[K+].[K+].C(OC([N:32]1[C:40]2[C:35](=[CH:36][CH:37]=[CH:38][CH:39]=2)[C:34](Cl)=[N:33]1)=O)(C)(C)C.CN(C)C=O>C(OCC)(=O)C>[CH3:1][N:2]1[C@H:11]2[C@@:6]([CH3:17])([C:7]3[CH:15]=[CH:14][C:13]([S:16][C:34]4[C:35]5[C:40](=[CH:39][CH:38]=[CH:37][CH:36]=5)[NH:32][N:33]=4)=[CH:12][C:8]=3[CH2:9][CH2:10]2)[CH2:5][CH2:4][C:3]1=[O:18] |f:1.2.3|. Reported procedure: A 15 mL round bottom flask was charged with (+)-(4aR)-(10bR)-4-methyl-8-mercapto-10b-methyl-1,2,3,4,4a,-5,6,10b-octahydrobenzo[f]quinolin-3-one (100 mg, 0.38 mmol), potassium carbonate (158 mg, 1.14 mmol) , 1-(t-butoxy-carbonyl)-3-chloroindazole (116 mg, 0.46 mmol) and 1 mL of anhydrous dimethylformamide, fitted with a reflux condenser, and the stirred mixture was heated at 60°, under nitrogen, for 18 h. The mixture was cooled, diluted with ethyl acetate (75 mL) and washed with brine (2×25 mL). ...